Dataset: the Open Reaction Database (ORD), a public repository of structured organic reaction records. Task: describe an organic reaction: reactants, conditions, products, and yield Reported procedure: Was prepared according to Example 9 from (2-hydrazino-9-methyl-9H-purin-6-yl)-phenethyl-amine and 2,4-pentanedione. As a reaction SMILES: [NH:1]([C:3]1[N:11]=[C:10]2[C:6]([N:7]=[CH:8][N:9]2[CH3:12])=[C:5]([NH:13][CH2:14][CH2:15][C:16]2[CH:21]=[CH:20][CH:19]=[CH:18][CH:17]=2)[N:4]=1)[NH2:2].[CH3:22][C:23](=O)[CH2:24][C:25](=O)[CH3:26]>>[CH3:22][C:23]1[CH:24]=[C:25]([CH3:26])[N:1]([C:3]2[N:11]=[C:10]3[C:6]([N:7]=[CH:8][N:9]3[CH3:12])=[C:5]([NH:13][CH2:14][CH2:15][C:16]3[CH:21]=[CH:20][CH:19]=[CH:18][CH:17]=3)[N:4]=2)[N:2]=1. The product is CC1=NN(C(=C1)C)C1=NC(=C2N=CN(C2=N1)C)NCCC1=CC=CC=C1 ([2-(3,5-Dimethyl-pyrazol-1-yl)-9-methyl-9H-purin-6-yl]-phenethyl-amine). Starting materials: N(N)C1=NC(=C2N=CN(C2=N1)C)NCCC1=CC=CC=C1 ((2-hydrazino-9-methyl-9H-purin-6-yl)-phenethyl-amine), CC(CC(C)=O)=O (2,4-pentanedione).